This data is from the Open Reaction Database (ORD), a public repository of structured organic reaction records. The task is: describe an organic reaction: reactants, conditions, products, and yield Reactants: Cl.C1CNCCC2=C1C=CC=C2 (2,3,4,5-Tetrahydro-1H-benzo[d]azepine hydrochloride), C(Cl)Cl (DCM), C(C)(=O)OC(C)=O (acetic anhydride). The product is C1CN(CCC2=C1C=CC=C2)C(C)=O (1-(1,2,4,5-tetrahydrobenzo[d]azepin-3-yl)ethanone). Isolated yield 95.0%. Reaction SMILES: Cl.[CH2:2]1[C:8]2[CH:9]=[CH:10][CH:11]=[CH:12][C:7]=2[CH2:6][CH2:5][NH:4][CH2:3]1.C(Cl)Cl.[C:16](OC(=O)C)(=[O:18])[CH3:17]>>[CH2:6]1[C:7]2[CH:12]=[CH:11][CH:10]=[CH:9][C:8]=2[CH2:2][CH2:3][N:4]([C:16](=[O:18])[CH3:17])[CH2:5]1 |f:0.1|. Procedure details: To a solution of 2,3,4,5-Tetrahydro-1H-benzo[d]azepine hydrochloride (7.0 g) in DCM (200 ml) Et3N (12.1 ml, 2.5 eq) was added followed by a dropwise addition of acetic anhydride (4 ml). After 2 h the mixture was washed in sequence with 1N HCl, 5% aqueous NaHCO3 and brine, then dried over Na2SO4 and concentrated to afford a white solid (6.9 g, 95% yield).